Dataset: the Open Reaction Database (ORD), a public repository of structured organic reaction records. Task: describe an organic reaction: reactants, conditions, products, and yield Starting materials: BrC=1C(N(N(C1C1CC1)C)C1=CC=CC=C1)=O (4-bromo-5-cyclopropyl-1-methyl-2-phenyl-1,2-dihydro-pyrazol-3-one), C1(CC1)B(O)O (cyclopropylboronic acid), P(=O)([O-])([O-])[O-].[K+].[K+].[K+] (potassium phosphate), C1(CCCCC1)P(C1CCCCC1)C1CCCCC1 (tricyclohexyl phosphine). The reagents and catalysts are C(C)(=O)[O-].[Pd+2].C(C)(=O)[O-] (palladium acetate). Solvent: O (water), C1(=CC=CC=C1)C (toluene), O.CCOC(=O)C (water EtOAc). Reaction conditions: temperature 100 celsius, time 4 day. Product: C1(CC1)C=1C(N(N(C1C1CC1)C)C1=CC=CC=C1)=O (4,5-dicyclopropyl-1-methyl-2-phenyl-1,2-dihydro-pyrazol-3-one). RXN SMILES: Br[C:2]1[C:3](=[O:17])[N:4]([C:11]2[CH:16]=[CH:15][CH:14]=[CH:13][CH:12]=2)[N:5]([CH3:10])[C:6]=1[CH:7]1[CH2:9][CH2:8]1.[CH:18]1(B(O)O)[CH2:20][CH2:19]1.P([O-])([O-])([O-])=O.[K+].[K+].[K+].C1(P(C2CCCCC2)C2CCCCC2)CCCCC1>O.CCOC(C)=O.C([O-])(=O)C.[Pd+2].C([O-])(=O)C.O.C1(C)C=CC=CC=1>[CH:18]1([C:2]2[C:3](=[O:17])[N:4]([C:11]3[CH:16]=[CH:15][CH:14]=[CH:13][CH:12]=3)[N:5]([CH3:10])[C:6]=2[CH:7]2[CH2:9][CH2:8]2)[CH2:20][CH2:19]1 |f:2.3.4.5,7.8,9.10.11|. Reported procedure: Into a sealable tube under argon was added 4-bromo-5-cyclopropyl-1-methyl-2-phenyl-1,2-dihydro-pyrazol-3-one (2.59 g), cyclopropylboronic acid (1.23 g), potassium phosphate (8.18 g), tricyclohexyl phosphine (0.30 g), toluene (50 mL) and water (3.2 mL). To this was added palladium acetate (0.11 g) and the tube was sealed and stirred at 100° C. for 4 days. The reaction vessel was then cooled and then diluted with water/EtOAc. The phases were separated and the aqueous phase was extracted with furth... Reactants: residue, FC(CN)(F)F (2,2,2-Trifluoroethylamine), ClC1=NNC2=C(C=C(C(=C12)CO)C[C@H](C(=O)OC)CC(=O)OC)Cl ((S)-Dimethyl 2-((3,7-dichloro-4-(hydroxymethyl)-1H-indazol-5-yl)methyl)succinate), S(=O)(Cl)Cl (thionyl chloride), C([O-])([O-])=O.[K+].[K+] (potassium carbonate), C(C)(=O)O (Acetic acid). Run in C(C)#N (acetonitrile), C(C)(=O)OCC (ethyl acetate). Reaction conditions: time 3 hour. The product is ClC1=NNC=2C(=CC3=C(C12)CN(C([C@@H](C3)CC(=O)OC)=O)CC(F)(F)F)Cl ((S)-methyl 2-(1,4-dichloro-8-oxo-9-(2,2,2-trifluoroethyl)-3,6,7,8,9,10-hexahydroazepino[3,4-e]indazol-7-yl)acetate). Isolated yield 42.0%. As a reaction SMILES: [Cl:1][C:2]1[C:10]2[C:5](=[C:6]([Cl:24])[CH:7]=[C:8]([CH2:13][C@@H:14]([CH2:19][C:20]([O:22][CH3:23])=[O:21])[C:15]([O:17]C)=O)[C:9]=2[CH2:11]O)[NH:4][N:3]=1.S(Cl)(Cl)=O.[F:29][C:30]([F:34])([F:33])[CH2:31][NH2:32].C(=O)([O-])[O-].[K+].[K+].C(O)(=O)C>C(#N)C.C(OCC)(=O)C>[Cl:1][C:2]1[C:10]2[C:9]3[CH2:11][N:32]([CH2:31][C:30]([F:34])([F:33])[F:29])[C:15](=[O:17])[C@H:14]([CH2:19][C:20]([O:22][CH3:23])=[O:21])[CH2:13][C:8]=3[CH:7]=[C:6]([Cl:24])[C:5]=2[NH:4][N:3]=1 |f:3.4.5|. Procedure: (S)-Dimethyl 2-((3,7-dichloro-4-(hydroxymethyl)-1H-indazol-5-yl)methyl)succinate (990 mg, 2.64 mmol) was dissolved in thionyl chloride (2.0 M in dichloromethane) (20 mL, 40.0 mmol). Mixture stirred at room temperature for 3 hours. Mixture was concentrated by roto-vap. Residue was dissolved in ethyl acetate. Mixture was washed twice with aqueous sodium bicarbonate. Organics were dried MgSO4, filtered and then concentrated to dryness. A portion of the residue (535 mg, 1.359 mmol) was dissolved in ... Starting materials: [N+](=[N-])=C (diazomethane), ice, ClC=1C=C(C(=O)O)C=CC1 (m-chlorobenzoic acid). Run in CCOCC (ether), CCOCC (ether). The product is ClC=1C=C(C(=O)OC)C=CC1 (methyl m-chlorobenzoate). Isolated yield 67.8%. RXN SMILES: [N+](=[CH2:3])=[N-].[Cl:4][C:5]1[CH:6]=[C:7]([CH:11]=[CH:12][CH:13]=1)[C:8]([OH:10])=[O:9]>CCOCC>[Cl:4][C:5]1[CH:6]=[C:7]([CH:11]=[CH:12][CH:13]=1)[C:8]([O:10][CH3:3])=[O:9]. Procedure details: An excess solution of diazomethane in ether was added to an ice-cooled and stirred solution of m-chlorobenzoic acid (8.26 g, 52.8 mmol) in 50 ml of ether. The mixture was concentrated and distilled under reduced pressure to give a colorless transparent oil of methyl m-chlorobenzoate (6.1 g, 35.8 mmol, yield 67.8%, b.p. 116°-121° C./21 mmHg), which was assigned the structure by the following data: